This data is from the Open Reaction Database (ORD), a public repository of structured organic reaction records. The task is: describe an organic reaction: reactants, conditions, products, and yield The reactants are C(C)(=O)C=1C=C(OC2=C(C(=O)O)C=CC=N2)C=CC1 (2-(3-Acetyl-phenoxy)-nicotinic acid), NCC1CCC(CC1)[C@H](C)O ((S)-(−)-1-(4-Aminomethyl-cyclohexyl)-ethanol). Run in C(Cl)(Cl)Cl (CHCl3). The product is C(C)(=O)C=1C=C(OC2=C(C(=O)NCC3=CC=C(C=C3)[C@H](C)O)C=CC=N2)C=CC1 ((S)-(−)-2-(3-Acetyl-phenoxy)-N-(4-(1-hydroxy-ethyl)-benzyl)-nicotinamide). As a reaction SMILES: [C:1]([C:4]1[CH:5]=[C:6]([CH:17]=[CH:18][CH:19]=1)[O:7][C:8]1[N:16]=[CH:15][CH:14]=[CH:13][C:9]=1[C:10]([OH:12])=O)(=[O:3])[CH3:2].[NH2:20][CH2:21][CH:22]1[CH2:27][CH2:26][CH:25]([C@@H:28]([OH:30])[CH3:29])[CH2:24][CH2:23]1>C(Cl)(Cl)Cl>[C:1]([C:4]1[CH:5]=[C:6]([CH:17]=[CH:18][CH:19]=1)[O:7][C:8]1[N:16]=[CH:15][CH:14]=[CH:13][C:9]=1[C:10]([NH:20][CH2:21][C:22]1[CH:27]=[CH:26][C:25]([C@@H:28]([OH:30])[CH3:29])=[CH:24][CH:23]=1)=[O:12])(=[O:3])[CH3:2]. Reported procedure: Prepared from 2-(3-Acetyl-phenoxy)-nicotinic acid and (S)-(−)-1-(4-Aminomethyl-cyclohexyl)-ethanol. mp 102-4° C. αD (CHCl3) −13.8°. The reactants are [Cl-], Nc1cc(O)c(Cl)cc1F, Cl, O=N[O-], NC(N)=O, [Na+], O. Yields the product NNc1cc(O)c(Cl)cc1F. As a reaction SMILES: [Cl-:19].[Cl:1][c:2]1[cH:3][c:4]([F:10])[c:5]([NH2:6])[cH:7][c:8]1[OH:9].[ClH:20].[N:11]([O-:12])=[O:13].[NH2:15][C:16](=[O:17])[NH2:18].[Na+:14].[OH2:21]>>[Cl:1][c:2]1[cH:3][c:4]([F:10])[c:5]([NH:6][NH2:11])[cH:7][c:8]1[OH:9]. Starting materials: O=C(O)COc1cccnc1Br, O=C([O-])O, CCNCC, Cc1ccccc1, [Na+], O. Product: CCN(CC)C(=O)COc1cccnc1Br. As a reaction SMILES: [Br:6][c:7]1[n:8][cH:9][cH:10][cH:11][c:12]1[O:13][CH2:14][C:15](=[O:16])[OH:17].[C:18](=[O:19])([OH:20])[O-:21].[CH2:1]([CH3:2])[NH:3][CH2:4][CH3:5].[CH3:23][c:24]1[cH:25][cH:26][cH:27][cH:28][cH:29]1.[Na+:22].[OH2:30]>>[CH2:1]([CH3:2])[N:3]([CH2:4][CH3:5])[C:15]([CH2:14][O:13][c:12]1[c:7]([Br:6])[n:8][cH:9][cH:10][cH:11]1)=[O:17].